Dataset: the Open Reaction Database (ORD), a public repository of structured organic reaction records. Task: describe an organic reaction: reactants, conditions, products, and yield Starting materials: CCCCCC1CCC(CCc2ccc(C=C(Br)Br)cc2)CC1, [Li]CCCC, CCCCCC, N#COc1ccccc1, [Na+], C1CCOC1, [OH-]. Yields the product CCCCCC1CCC(CCc2ccc(C#CC#N)cc2)CC1. Reaction SMILES: [Br:1][C:2](=[CH:3][c:4]1[cH:5][cH:6][c:7]([CH2:10][CH2:11][CH:12]2[CH2:13][CH2:14][CH:15]([CH2:18][CH2:19][CH2:20][CH2:21][CH3:22])[CH2:16][CH2:17]2)[cH:8][cH:9]1)[Br:23].[CH2:24]([Li:25])[CH2:26][CH2:27][CH3:28].[CH3:45][CH2:46][CH2:47][CH2:48][CH2:49][CH3:50].[N:29]#[C:30][O:31][c:32]1[cH:33][cH:34][cH:35][cH:36][cH:37]1.[Na+:39].[O:40]1[CH2:41][CH2:42][CH2:43][CH2:44]1.[OH-:38]>>[C:2](#[C:3][c:4]1[cH:5][cH:6][c:7]([CH2:10][CH2:11][CH:12]2[CH2:13][CH2:14][CH:15]([CH2:18][CH2:19][CH2:20][CH2:21][CH3:22])[CH2:16][CH2:17]2)[cH:8][cH:9]1)[C:30]#[N:29]. The reactants are C(=O)(O)[O-].[Na+] (NaHCO3), C(C1=CC=CC=C1)[C@@](C(=O)N[C@@H]1[C@@H](CC2=CC=CC=C12)O)(CCO[Si](C1=CC=CC=C1)(C1=CC=CC=C1)C(C)(C)C)O ((S)-2-Benzyl-4-(tert-butyl-diphenyl-silanyloxy)-2-hydroxy-N-((1S,2R)-2-hydroxy-indan-1-yl)-butyramide), C1(=CC=C(C=C1)S(=O)(=O)O)C.[NH+]1=CC=CC=C1 (pyridinium p-toluenesulphonic acid), COC(=C)C (2-methoxypropene). Solvent: ClCCl (dichloromethane). Run at time 6 hour. Product: C(C1=CC=CC=C1)[C@@](C(=O)N1C(O[C@H]2[C@@H]1C=1C=CC=CC1C2)(C)C)(CCO[Si](C2=CC=CC=C2)(C2=CC=CC=C2)C(C)(C)C)O ((S)-2-Benzyl-4-(tert-butyl-diphenyl-silanyloxy)-1-((3aS,8aR)-2,2-dimethyl-8,8a-dihydro-3 aH-indeno[1,2-d]oxazol-3-yl)-2-hydroxy-butan-1-one). Reaction SMILES: [CH2:1]([C@:8]([OH:42])([CH2:22][CH2:23][O:24][Si:25]([C:38]([CH3:41])([CH3:40])[CH3:39])([C:32]1[CH:37]=[CH:36][CH:35]=[CH:34][CH:33]=1)[C:26]1[CH:31]=[CH:30][CH:29]=[CH:28][CH:27]=1)[C:9]([NH:11][C@H:12]1[C:20]2[C:15](=[CH:16][CH:17]=[CH:18][CH:19]=2)[CH2:14][C@H:13]1[OH:21])=[O:10])[C:2]1[CH:7]=[CH:6][CH:5]=[CH:4][CH:3]=1.[C:43]1(C)[CH:48]=CC(S(O)(=O)=O)=C[CH:44]=1.[NH+]1C=CC=CC=1.COC(C)=C.C([O-])(O)=O.[Na+]>ClCCl>[CH2:1]([C@:8]([OH:42])([CH2:22][CH2:23][O:24][Si:25]([C:38]([CH3:39])([CH3:41])[CH3:40])([C:26]1[CH:31]=[CH:30][CH:29]=[CH:28][CH:27]=1)[C:32]1[CH:37]=[CH:36][CH:35]=[CH:34][CH:33]=1)[C:9]([N:11]1[C@H:12]2[C:20]3[CH:19]=[CH:18][CH:17]=[CH:16][C:15]=3[CH2:14][C@H:13]2[O:21][C:43]1([CH3:48])[CH3:44])=[O:10])[C:2]1[CH:7]=[CH:6][CH:5]=[CH:4][CH:3]=1 |f:1.2,4.5|. Procedure: To a cooled (0° C.) solution of (S)-2-benzyl-4-(tert-butyl-diphenyl-silanyloxy)-2-hydroxy-N-((1S,2R)-2-hydroxy-indan-1-yl)-butyramide (21e) (0.325 g, 0.56 mmol) and pyridinium p-toluenesulphonic acid (15 mg, 0.05 mmol) in dry dichloromethane (20 mL), 2-methoxypropene (0.4 g, 5.6 mmol) was added and stirred for 6 h at the same temperature. Saturated NaHCO3 solution was added, organic layer and washed with sat. NaHCO3, brine, dried over anhydrous MgSO4 and evaporated under reduced pressure. The cr... The reactants are CC(C)n1c(C(=O)O)cc2cc(C(=O)N3CCCN(C(=O)OC(C)(C)C)CC3)ccc21, CS(=O)(=O)N1CCNCC1, Cl. The product is CC(C)n1c(C(=O)N2CCN(S(C)(=O)=O)CC2)cc2cc(C(=O)N3CCCN(C(=O)OC(C)(C)C)CC3)ccc21. RXN SMILES: [C:1]([CH3:2])([CH3:3])([CH3:4])[O:5][C:6](=[O:7])[N:8]1[CH2:9][CH2:10][N:11]([C:15](=[O:16])[c:17]2[cH:18][c:19]3[cH:20][c:21]([C:29](=[O:30])[OH:31])[n:22]([CH:26]([CH3:27])[CH3:28])[c:23]3[cH:24][cH:25]2)[CH2:12][CH2:13][CH2:14]1.[CH3:33][S:34](=[O:35])(=[O:36])[N:37]1[CH2:38][CH2:39][NH:40][CH2:41][CH2:42]1.[ClH:32]>>[C:1]([CH3:2])([CH3:3])([CH3:4])[O:5][C:6](=[O:7])[N:8]1[CH2:9][CH2:10][N:11]([C:15](=[O:16])[c:17]2[cH:18][c:19]3[cH:20][c:21]([C:29](=[O:31])[N:40]4[CH2:39][CH2:38][N:37]([S:34]([CH3:33])(=[O:35])=[O:36])[CH2:42][CH2:41]4)[n:22]([CH:26]([CH3:27])[CH3:28])[c:23]3[cH:24][cH:25]2)[CH2:12][CH2:13][CH2:14]1. The reactants are FC(F)(F)c1ccc([Mg]Br)cc1, CC(C)c1cc2c(c(C3=CCCCC3)c1C=O)C(=O)CC(C)(C)O2, O=C([O-])O, [Na+], C1CCOC1. Yields the product CC(C)c1cc2c(c(C3=CCCCC3)c1C(O)c1ccc(C(F)(F)F)cc1)C(=O)CC(C)(C)O2. As a reaction SMILES: [Br:1][Mg:2][c:3]1[cH:4][cH:5][c:6]([C:9]([F:10])([F:11])[F:12])[cH:7][cH:8]1.[C:13]1([c:19]2[c:20]3[c:25]([cH:26][c:27]([CH:31]([CH3:32])[CH3:33])[c:28]2[CH:29]=[O:30])[O:24][C:23]([CH3:34])([CH3:35])[CH2:22][C:21]3=[O:36])=[CH:14][CH2:15][CH2:16][CH2:17][CH2:18]1.[C:37](=[O:38])([OH:39])[O-:40].[Na+:41].[O:42]1[CH2:43][CH2:44][CH2:45][CH2:46]1>>[c:3]1([CH:29]([c:28]2[c:19]([C:13]3=[CH:14][CH2:15][CH2:16][CH2:17][CH2:18]3)[c:20]3[c:25]([cH:26][c:27]2[CH:31]([CH3:32])[CH3:33])[O:24][C:23]([CH3:34])([CH3:35])[CH2:22][C:21]3=[O:36])[OH:30])[cH:4][cH:5][c:6]([C:9]([F:10])([F:11])[F:12])[cH:7][cH:8]1. Starting materials: FC1=NC=CC(=C1)C1=NC=C(C=C1)CC(=O)OCC (ethyl 2-(2′-fluoro-2,4′-bipyridin-5-yl)acetate), [OH-].[Na+] (NaOH), Cl (HCl). The solvent is C1CCOC1 (THF), O (water). Run at temperature 65 celsius, time 3 hour. Yields the product FC1=NC=CC(=C1)C1=NC=C(C=C1)CC(=O)O (2-(2′-fluoro-2,4′-bipyridin-5-yl)acetic acid). As a reaction SMILES: [F:1][C:2]1[CH:7]=[C:6]([C:8]2[CH:13]=[CH:12][C:11]([CH2:14][C:15]([O:17]CC)=[O:16])=[CH:10][N:9]=2)[CH:5]=[CH:4][N:3]=1.[OH-].[Na+].Cl>C1COCC1.O>[F:1][C:2]1[CH:7]=[C:6]([C:8]2[CH:13]=[CH:12][C:11]([CH2:14][C:15]([OH:17])=[O:16])=[CH:10][N:9]=2)[CH:5]=[CH:4][N:3]=1 |f:1.2|. Reported procedure: A mixture of ethyl 2-(2′-fluoro-2,4′-bipyridin-5-yl)acetate 208-2 (93 mg, 0.36 mmol) and NaOH (57 mg, 1.43 mmol) in THF (0.5 mL) and water (0.5 mL) was stirred at 65° C. for 3 hours. After cooled down to room temperature, the mixture was treated with 3N HCl aqueous solution to adjust the pH around 3, and then stirred for 15 minutes. The resulting solution was evaporated to dryness and the remaining solid was extracted with 20% methanol in ethyl acetate. The organic portion was concentrated to gi... Starting materials: Clc1nc(N2CCOCC2)nc(N2CCOCC2)n1, [Na+], CN(C)C=O, [OH-], c1c[nH]cn1. Product: c1cn(-c2nc(N3CCOCC3)nc(N3CCOCC3)n2)cn1. As a reaction SMILES: [Cl:1][c:2]1[n:3][c:4]([N:14]2[CH2:15][CH2:16][O:17][CH2:18][CH2:19]2)[n:5][c:6]([N:8]2[CH2:9][CH2:10][O:11][CH2:12][CH2:13]2)[n:7]1.[Na+:21].[O:27]=[CH:28][N:29]([CH3:30])[CH3:31].[OH-:20].[nH:22]1[cH:23][n:24][cH:25][cH:26]1>>[c:2]1(-[n:22]2[cH:23][n:24][cH:25][cH:26]2)[n:3][c:4]([N:14]2[CH2:15][CH2:16][O:17][CH2:18][CH2:19]2)[n:5][c:6]([N:8]2[CH2:9][CH2:10][O:11][CH2:12][CH2:13]2)[n:7]1. Reactants: CCn1cc(C(=O)NCc2ccc(Cl)cc2)c(=O)c2cc(Br)sc21, C#CCCO, CCNCC, I[Cu]I, Cl[Pd]Cl, c1ccc(P(c2ccccc2)c2ccccc2)cc1, c1ccc(P(c2ccccc2)c2ccccc2)cc1. Product: CCn1cc(C(=O)NCc2ccc(Cl)cc2)c(=O)c2cc(C#CCCO)sc21. As a reaction SMILES: [Br:1][c:2]1[cH:3][c:4]2[c:5]([n:6]([CH2:22][CH3:23])[cH:7][c:8]([C:11](=[O:12])[NH:13][CH2:14][c:15]3[cH:16][cH:17][c:18]([Cl:21])[cH:19][cH:20]3)[c:9]2=[O:10])[s:24]1.[CH2:25]([CH2:26][C:27]#[CH:28])[OH:29].[CH2:30]([NH:31][CH2:32][CH3:33])[CH3:34].[Cu:35]([I:36])[I:37].[Pd:38]([Cl:39])[Cl:40].[c:41]1([P:42]([c:43]2[cH:44][cH:45][cH:46][cH:47][cH:48]2)[c:49]2[cH:50][cH:51][cH:52][cH:53][cH:54]2)[cH:55][cH:56][cH:57][cH:58][cH:59]1.[c:60]1([P:61]([c:62]2[cH:63][cH:64][cH:65][cH:66][cH:67]2)[c:68]2[cH:69][cH:70][cH:71][cH:72][cH:73]2)[cH:74][cH:75][cH:76][cH:77][cH:78]1>>[c:2]1([C:28]#[C:27][CH2:26][CH2:25][OH:29])[cH:3][c:4]2[c:5]([n:6]([CH2:22][CH3:23])[cH:7][c:8]([C:11](=[O:12])[NH:13][CH2:14][c:15]3[cH:16][cH:17][c:18]([Cl:21])[cH:19][cH:20]3)[c:9]2=[O:10])[s:24]1. Procedure details: At 20-25 C., 200 ml (0.4 mol) of a 2 M solution of isopropyl-magnesium chloride and tetrahydrofuran were added over a period of 30 minutes to a solution of 85 g (0.32 mol) of 1-allyloxy-5-bromo-2-chloro-4-fluorobenzene in 200 ml of tetrahydrofuran. The mixture was then stirred for 30 minutes and 50 g (1.1 mol) of dry ice were added with ice-cooling. The mixture was subsequently stirred for 16 hours, after which 250 ml of a 10% strength hydrochloric acid were added with ice-cooling. The aqueous p... Solvent: O1CCCC1 (tetrahydrofuran), O1CCCC1 (tetrahydrofuran). Reactants: solution, C(C)(C)[Mg]Cl (isopropyl-magnesium chloride), C(C=C)OC1=C(C=C(C(=C1)Br)F)Cl (1-allyloxy-5-bromo-2-chloro-4-fluorobenzene), C(=O)=O (dry ice), Cl (hydrochloric acid). As a reaction SMILES: C([Mg]Cl)(C)C.[CH2:6]([O:9][C:10]1[CH:15]=[C:14](Br)[C:13]([F:17])=[CH:12][C:11]=1[Cl:18])[CH:7]=[CH2:8].[C:19](=[O:21])=[O:20].Cl>O1CCCC1>[CH2:6]([O:9][C:10]1[C:11]([Cl:18])=[CH:12][C:13]([F:17])=[C:14]([CH:15]=1)[C:19]([OH:21])=[O:20])[CH:7]=[CH2:8]. The product is C(C=C)OC=1C(=CC(=C(C(=O)O)C1)F)Cl (5-Allyloxy-4-chloro-2-fluorobenzoic acid). Reaction conditions: time 30 minute. Starting materials: C1(=CC=CC=C1)CCCC[N-]C(=O)ON1CC2=C(CC1)C=C(O2)CN(C)C (N-(4-Phenylbutyl)-(2-dimethylaminomethyl-5,7-dihydro-4H-furo[2,3-c]pyridin-6-yl)carboxyamide), Cl (hydrogen chloride). Run in CO (methanol), CO (methanol). The product is Cl.C1(=CC=CC=C1)CCCC[N-]C(=O)ON1CC2=C(CC1)C=C(O2)CN(C)C (N-(4-phenylbutyl)-(2-dimethylaminomethyl-5,7-dihydro-4H-furo[2,3-c]pyridin-6-yl)carboxyamide hydrochloride). Reaction SMILES: [C:1]1([CH2:7][CH2:8][CH2:9][CH2:10][N-:11][C:12]([O:14][N:15]2[CH2:20][CH2:19][C:18]3[CH:21]=[C:22]([CH2:24][N:25]([CH3:27])[CH3:26])[O:23][C:17]=3[CH2:16]2)=[O:13])[CH:6]=[CH:5][CH:4]=[CH:3][CH:2]=1.[ClH:28]>CO>[ClH:28].[C:1]1([CH2:7][CH2:8][CH2:9][CH2:10][N-:11][C:12]([O:14][N:15]2[CH2:20][CH2:19][C:18]3[CH:21]=[C:22]([CH2:24][N:25]([CH3:27])[CH3:26])[O:23][C:17]=3[CH2:16]2)=[O:13])[CH:2]=[CH:3][CH:4]=[CH:5][CH:6]=1 |f:3.4|. Procedure details: N-(4-Phenylbutyl)-(2-dimethylaminomethyl-5,7-dihydro-4H-furo[2,3-c]pyridin-6-yl)carboxyamide 0.599 g was dissolved in 2 ml of methanol. To this solution, hydrogen chloride in methanol was added in excess, followed by stirring. This mixture was concentrated to yield the desired product. Starting materials: CNC, COC(=O)COc1c(C(=O)Cl)sc(Br)c1Br. The product is COC(=O)COc1c(C(=O)N(C)C)sc(Br)c1Br. As a reaction SMILES: [CH3:17][NH:18][CH3:19].[CH3:1][O:2][C:3]([CH2:4][O:5][c:6]1[c:7]([C:13](=[O:14])[Cl:15])[s:8][c:9]([Br:12])[c:10]1[Br:11])=[O:16]>>[CH3:1][O:2][C:3]([CH2:4][O:5][c:6]1[c:7]([C:13](=[O:14])[N:18]([CH3:17])[CH3:19])[s:8][c:9]([Br:12])[c:10]1[Br:11])=[O:16].